Dataset: the Open Reaction Database (ORD), a public repository of structured organic reaction records. Task: describe an organic reaction: reactants, conditions, products, and yield Starting materials: C1CCCCC1, CCOc1nc2cc([N+](=O)[O-])ccc2c(=O)o1, c1ccccc1. The product is CCOc1nc2cc(N)ccc2c(=O)o1. RXN SMILES: [CH2:18]1[CH2:19][CH2:20][CH2:21][CH2:22][CH2:23]1.[N+:1]([O-:2])(=[O:3])[c:4]1[cH:5][c:6]2[c:7]([c:8](=[O:15])[o:9][c:10]([O:12][CH2:13][CH3:14])[n:11]2)[cH:16][cH:17]1.[cH:24]1[cH:25][cH:26][cH:27][cH:28][cH:29]1>>[NH2:1][c:4]1[cH:5][c:6]2[c:7]([c:8](=[O:15])[o:9][c:10]([O:12][CH2:13][CH3:14])[n:11]2)[cH:16][cH:17]1.